Dataset: the Open Reaction Database (ORD), a public repository of structured organic reaction records. Task: describe an organic reaction: reactants, conditions, products, and yield Starting materials: CC(=O)OC1CC(=O)N1, CC[Mg+], C#C[Si](C)(C)C, CCOC(C)=O, [Cl-], [Cl-], [NH4+], C1CCOC1. Product: C[Si](C)(C)C#CC1CC(=O)N1. As a reaction SMILES: [C:11]([O:12][CH:15]1[CH2:16][C:17](=[O:19])[NH:18]1)(=[O:13])[CH3:14].[CH2:8]([Mg+:9])[CH3:10].[CH3:1][Si:2]([CH3:3])([CH3:4])[C:5]#[CH:6].[CH3:27][CH2:28][O:29][C:30](=[O:31])[CH3:32].[Cl-:20].[Cl-:7].[NH4+:21].[O:22]1[CH2:23][CH2:24][CH2:25][CH2:26]1>>[CH3:1][Si:2]([CH3:3])([CH3:4])[C:5]#[C:6][CH:15]1[CH2:16][C:17](=[O:19])[NH:18]1.